From a dataset of the Open Reaction Database (ORD), a public repository of structured organic reaction records. describe an organic reaction: reactants, conditions, products, and yield Reactants: C(C1=CC=CC=C1)OC(=O)N1CCN(CC1)NC(=O)OC(C)(C)C (N-(4-benzyloxycarbonyl-1-piperazinyl)-tert-butoxycarboxamide), [H][H] (hydrogen). Reagents/catalysts: [Pd] (palladium on carbon). Solvent: CO (methanol). Yields the product N1(CCNCC1)NC(=O)OC(C)(C)C (N-(1-piperazinyl)-tert-butoxycarboxamide). Yield: 104.7%. Reaction SMILES: C(OC([N:11]1[CH2:16][CH2:15][N:14]([NH:17][C:18]([O:20][C:21]([CH3:24])([CH3:23])[CH3:22])=[O:19])[CH2:13][CH2:12]1)=O)C1C=CC=CC=1.[H][H]>CO.[Pd]>[N:14]1([NH:17][C:18]([O:20][C:21]([CH3:24])([CH3:23])[CH3:22])=[O:19])[CH2:13][CH2:12][NH:11][CH2:16][CH2:15]1. Procedure: To a solution of N-(4-benzyloxycarbonyl-1-piperazinyl)-tert-butoxycarboxamide (28 g) in methanol (250 ml) was added 10% palladium on carbon (5 g), and the mixture was stirred at ambient temperature under 3 atm of hydrogen for 1 hour. Palladium on carbon was filtered off and the filtrate was concentrated to give N-(1-piperazinyl)-tert-butoxycarboxamide (17.6 g).